Dataset: the Open Reaction Database (ORD), a public repository of structured organic reaction records. Task: describe an organic reaction: reactants, conditions, products, and yield Reactants: C([O-])([O-])=O.[K+].[K+] (potassium carbonate), C(C1=CC=CC=C1)N(C=1C(=C(C(=CC1)F)C=1C(=C(NN1)S)C1=CC=NC=C1)F)CC1=CC=CC=C1 (5-(3-Dibenzylamino-2,6-difluoro-phenyl)-4-pyridin-4-yl-2H-pyrazole-3-thiol), BrCCBr (1,2-dibromoethane). Solvent: CN(C)C=O (DMF). Run at time 4 hour. Yields the product C(C1=CC=CC=C1)N(C1=C(C(=C(C=C1)F)C1=NN2C(SCC2)=C1C1=CC=NC=C1)F)CC1=CC=CC=C1 (dibenzyl-[2,4-difluoro-3-(7-pyridin-4-yl-2,3-dihydro-pyrazolo[5,1-b]thiazol-6-yl)-phenyl]-amine). The yield is 40.5%. Reaction SMILES: [CH2:1]([N:8]([CH2:29][C:30]1[CH:35]=[CH:34][CH:33]=[CH:32][CH:31]=1)[C:9]1[C:10]([F:28])=[C:11]([C:16]2[C:17]([C:22]3[CH:27]=[CH:26][N:25]=[CH:24][CH:23]=3)=[C:18]([SH:21])[NH:19][N:20]=2)[C:12]([F:15])=[CH:13][CH:14]=1)[C:2]1[CH:7]=[CH:6][CH:5]=[CH:4][CH:3]=1.C(=O)([O-])[O-].[K+].[K+].Br[CH2:43][CH2:44]Br>CN(C=O)C>[CH2:29]([N:8]([CH2:1][C:2]1[CH:3]=[CH:4][CH:5]=[CH:6][CH:7]=1)[C:9]1[CH:14]=[CH:13][C:12]([F:15])=[C:11]([C:16]2[C:17]([C:22]3[CH:27]=[CH:26][N:25]=[CH:24][CH:23]=3)=[C:18]3[S:21][CH2:43][CH2:44][N:19]3[N:20]=2)[C:10]=1[F:28])[C:30]1[CH:35]=[CH:34][CH:33]=[CH:32][CH:31]=1 |f:1.2.3|. Procedure details: 5-(3-Dibenzylamino-2,6-difluoro-phenyl)-4-pyridin-4-yl-2H-pyrazole-3-thiol (1.26 g, 2.6 mmol) was dissolved in dry DMF (33 mL) under nitrogen atmosphere. Solid potassium carbonate (1.8 g, 13 mmol, 5 eq) was added followed by 1,2-dibromoethane (0.252 mL, 2.86 mmol, 1.1 eq) and the suspension was stirred at room temperature for 4 hours. DMF was then removed under reduced pressure and the residue was partitioned between saturated aqueous NaHCO3 and ethyl acetate. The organic phase was washed with b... Reactants: azides, ClCCCS(=O)(=O)OCC([C@H](C(=O)OCCOC(=O)C1CCCCC1)OCC1=CC=CC=C1)(C)C ((Cyclohexylcarbonyloxy)ethyl (2R)-4-[(3-chloropropyl)sulfonyloxy]-3,3-dimethyl-2-(phenylmethoxy)butanoate), [N-]=[N+]=[N-].[Na+] (sodium azide). The solvent is CS(=O)C (dimethyl sulfoxide). Product: N(=[N+]=[N-])CCCS(=O)(=O)OCC([C@H](C(=O)OCCOC(=O)C1CCCCC1)OCC1=CC=CC=C1)(C)C ((Cyclohexylcarbonyloxy)ethyl (2R)-4-[(3-azidopropyl)sulfonyloxy]-3,3-dimethyl-2-(phenylmethoxy)butanoate). The yield is 67.9%. Reaction SMILES: Cl[CH2:2][CH2:3][CH2:4][S:5]([O:8][CH2:9][C:10]([CH3:35])([CH3:34])[C@@H:11]([O:26][CH2:27][C:28]1[CH:33]=[CH:32][CH:31]=[CH:30][CH:29]=1)[C:12]([O:14][CH2:15][CH2:16][O:17][C:18]([CH:20]1[CH2:25][CH2:24][CH2:23][CH2:22][CH2:21]1)=[O:19])=[O:13])(=[O:7])=[O:6].[N-:36]=[N+:37]=[N-:38].[Na+]>CS(C)=O>[N:36]([CH2:2][CH2:3][CH2:4][S:5]([O:8][CH2:9][C:10]([CH3:35])([CH3:34])[C@@H:11]([O:26][CH2:27][C:28]1[CH:33]=[CH:32][CH:31]=[CH:30][CH:29]=1)[C:12]([O:14][CH2:15][CH2:16][O:17][C:18]([CH:20]1[CH2:25][CH2:24][CH2:23][CH2:22][CH2:21]1)=[O:19])=[O:13])(=[O:7])=[O:6])=[N+:37]=[N-:38] |f:1.2|. Procedure: Following the general procedure for the preparation of azides of Description 16, (cyclohexylcarbonyloxy)ethyl (2R)-4-[(3-chloropropyl)sulfonyloxy]-3,3-dimethyl-2-(phenylmethoxy)butanoate (44a) (1.6 g, 3.0 mmol) dissolved in 15 mL of anhydrous dimethyl sulfoxide (DMSO) was reacted with 0.65 g (10.0 mmol) of sodium azide (NaN3). After work-up, the crude material was purified by silica gel column chromatography using a mixture of ethyl acetate (EtOAc) and hexane (Hxn) (EtOAc/Hxn=1:4) as eluent to p...